Dataset: the Open Reaction Database (ORD), a public repository of structured organic reaction records. Task: describe an organic reaction: reactants, conditions, products, and yield The reactants are OC(C1=C(N=C(S1)NC(=N)N)C)C1=NC=CC(=C1)C (N-(5-(hydroxy-(4-methylpyridin-2-yl)methyl)-4-methylthiazol-2-yl)guanidine), C(C)[SiH](CC)CC (triethylsilane). Run in FC(C(=O)O)(F)F (trifluoroacetic acid). The product is CC1=CC(=NC=C1)CC1=C(N=C(S1)NC(=N)N)C (N-(5-(4-methylpyridin-2-ylmethyl)-4-methylthiazol-2-yl)-guanidine). The yield is 44.1%. RXN SMILES: O[CH:2]([C:13]1[CH:18]=[C:17]([CH3:19])[CH:16]=[CH:15][N:14]=1)[C:3]1[S:7][C:6]([NH:8][C:9]([NH2:11])=[NH:10])=[N:5][C:4]=1[CH3:12].C([SiH](CC)CC)C>FC(F)(F)C(O)=O>[CH3:19][C:17]1[CH:16]=[CH:15][N:14]=[C:13]([CH2:2][C:3]2[S:7][C:6]([NH:8][C:9]([NH2:11])=[NH:10])=[N:5][C:4]=2[CH3:12])[CH:18]=1. Reported procedure: A solution of N-(5-(hydroxy-(4-methylpyridin-2-yl)methyl)-4-methylthiazol-2-yl)guanidine (65 mg) and triethylsilane (300 mg) in trifluoroacetic acid (3 ml) was stirred for 48 hours and then evaporated under reduced pressure. Water was added, and the pH was adjusted to 12 with 4N aqueous sodium hydroxide. The resultant mixture was extracted with ethyl acetate. The organic layer was washed with brine, dried over sodium sulfate and-evaporated under reduced pressure. The residue was crystallized fro... Starting materials: C(C1=CC=CC=C1)(=O)N[C@@H](C(C)C)C(=O)OCC (Ethyl N-benzoylvalinate), P12(=S)SP3(=S)SP(=S)(S1)SP(=S)(S2)S3 (phosphorus pentasulphide). Solvent: N1=CC=CC=C1 (pyridine). Product: C(C1=CC=CC=C1)(=S)N[C@@H](C(C)C)C(=O)OCC (ethyl N-thiobenzoylvalinate). Isolated yield 45.0%. Reaction SMILES: [C:1]([NH:9][C@H:10]([C:14]([O:16][CH2:17][CH3:18])=[O:15])[CH:11]([CH3:13])[CH3:12])(=O)[C:2]1[CH:7]=[CH:6][CH:5]=[CH:4][CH:3]=1.P12(SP3(SP(SP(S3)(S1)=S)(=S)S2)=S)=[S:20]>N1C=CC=CC=1>[C:1]([NH:9][C@H:10]([C:14]([O:16][CH2:17][CH3:18])=[O:15])[CH:11]([CH3:13])[CH3:12])(=[S:20])[C:2]1[CH:7]=[CH:6][CH:5]=[CH:4][CH:3]=1. Reported procedure: Heat at reflux for 6 hours a solution of 0.025 mol (6.3 g) of ethyl N-benzoylvalinate obtained in Step B and 5.6 g of phosphorus pentasulphide in 120 ml of pyridine, and evaporate to dryness. Take up the residue in water and ethyl acetate. Wash the organic phase with a 2N hydrochloric acid solution, dry, filter and evaporate to dryness. The ethyl N-thiobenzoylvalinate obtained is purified by chromatography on a column of silica (eluant:ethyl acetate/hexane:25/75). Starting materials: NC1[C@@H]2N(C(=C(CS2)CSC2=CC(=NC=3N2N=C(N3)CO)CO)C(=O)O)C1=O (7-amino-3-[(2,5-bis(hydroxymethyl)-s-triazolo[1,5-a]pyrimidin-7-yl)thiomethyl]-3-cephem-4-carboxylic acid), CO (methanol), C1(=CC=CC=C1)C(=[N+]=[N-])C1=CC=CC=C1 (diphenyldiazomethane), C(C1=CC=CC=C1)(C1=CC=CC=C1)=NN (benzophenonehydrazone), mercuric oxide. Solvent: C(Cl)Cl (methylene chloride), CCOCC (ether), C(Cl)Cl (methylene chloride), CCCCCC (n-hexane). Product: NC1[C@@H]2N(C(=C(CS2)CSC2=CC(=NC=3N2N=C(N3)CO)CO)C(=O)OC(C3=CC=CC=C3)C3=CC=CC=C3)C1=O (diphenylmethyl 7-amino-3-[(2,5-bis(hydroxymethyl)-s-triazolo[1,5-a]pyrimidin-7-yl)thiomethyl]-3-cephem-4-carboxylate). RXN SMILES: [NH2:1][CH:2]1[C:27](=[O:28])[N:4]2[C:5]([C:24]([OH:26])=[O:25])=[C:6]([CH2:9][S:10][C:11]3[N:16]4[N:17]=[C:18]([CH2:20][OH:21])[N:19]=[C:15]4[N:14]=[C:13]([CH2:22][OH:23])[CH:12]=3)[CH2:7][S:8][C@H:3]12.CO.[C:31]1([C:37]([C:40]2[CH:45]=[CH:44][CH:43]=[CH:42][CH:41]=2)=[N+]=[N-])[CH:36]=[CH:35][CH:34]=[CH:33][CH:32]=1.C(=NN)(C1C=CC=CC=1)C1C=CC=CC=1>C(Cl)Cl.CCOCC.CCCCCC>[NH2:1][CH:2]1[C:27](=[O:28])[N:4]2[C:5]([C:24]([O:26][CH:37]([C:31]3[CH:36]=[CH:35][CH:34]=[CH:33][CH:32]=3)[C:40]3[CH:45]=[CH:44][CH:43]=[CH:42][CH:41]=3)=[O:25])=[C:6]([CH2:9][S:10][C:11]3[N:16]4[N:17]=[C:18]([CH2:20][OH:21])[N:19]=[C:15]4[N:14]=[C:13]([CH2:22][OH:23])[CH:12]=3)[CH2:7][S:8][C@H:3]12. Reported procedure: In a suspension of 5.3 g of 7-amino-3-[(2,5-bis(hydroxymethyl)-s-triazolo[1,5-a]pyrimidin-7-yl)thiomethyl]-3-cephem-4-carboxylic acid, 35 ml of methanol and 100 ml of methylene chloride was added dropwise, while stirring, diphenyldiazomethane synthesized from 6.9 g of benzophenonehydrazone, 7.6 g of mercuric oxide (yellow) and 70 ml of n-hexane, in 30 ml of methylene chloride solution, and the mixture was stirred at room temperature overnight. After the reaction mixture was condensed, ether was ... Reactants: COc1cncc(B2OC(C)(C)C(C)(C)O2)c1, CC#N, CC(C)(C)OC(=O)NC(Cc1ccc(-c2cc(OC(c3ccc(Br)cc3F)C(F)(F)F)nc(N)n2)cc1)C(=O)O, [Na+], [Na+], O=C([O-])[O-], O, Cl[Pd]Cl, c1ccc(P(c2ccccc2)c2ccccc2)cc1, c1ccc(P(c2ccccc2)c2ccccc2)cc1. Reaction SMILES: [CH3:41][O:42][c:43]1[cH:44][n:45][cH:46][c:47]([B:49]2[O:50][C:51]([CH3:52])([CH3:53])[C:54]([CH3:55])([CH3:56])[O:57]2)[cH:48]1.[CH3:58][C:59]#[N:60].[NH2:1][c:2]1[n:3][c:4]([O:27][CH:28]([C:29]([F:30])([F:31])[F:32])[c:33]2[c:34]([F:40])[cH:35][c:36]([Br:39])[cH:37][cH:38]2)[cH:5][c:6](-[c:8]2[cH:9][cH:10][c:11]([CH2:14][CH:15]([C:16](=[O:17])[OH:18])[NH:19][C:20](=[O:21])[O:22][C:23]([CH3:24])([CH3:25])[CH3:26])[cH:12][cH:13]2)[n:7]1.[Na+:61].[Na+:62].[O-:63][C:64](=[O:65])[O-:66].[OH2:108].[Pd:67]([Cl:68])[Cl:69].[c:70]1([P:71]([c:72]2[cH:73][cH:74][cH:75][cH:76][cH:77]2)[c:78]2[cH:79][cH:80][cH:81][cH:82][cH:83]2)[cH:84][cH:85][cH:86][cH:87][cH:88]1.[c:89]1([P:90]([c:91]2[cH:92][cH:93][cH:94][cH:95][cH:96]2)[c:97]2[cH:98][cH:99][cH:100][cH:101][cH:102]2)[cH:103][cH:104][cH:105][cH:106][cH:107]1>>[NH2:1][c:2]1[n:3][c:4]([O:27][CH:28]([C:29]([F:30])([F:31])[F:32])[c:33]2[c:34]([F:40])[cH:35][c:36](-[c:47]3[cH:46][n:45][cH:44][c:43]([O:42][CH3:41])[cH:48]3)[cH:37][cH:38]2)[cH:5][c:6](-[c:8]2[cH:9][cH:10][c:11]([CH2:14][CH:15]([C:16](=[O:17])[OH:18])[NH:19][C:20](=[O:21])[O:22][C:23]([CH3:24])([CH3:25])[CH3:26])[cH:12][cH:13]2)[n:7]1. The product is COc1cncc(-c2ccc(C(Oc3cc(-c4ccc(CC(NC(=O)OC(C)(C)C)C(=O)O)cc4)nc(N)n3)C(F)(F)F)c(F)c2)c1.